From a dataset of the Open Reaction Database (ORD), a public repository of structured organic reaction records. describe an organic reaction: reactants, conditions, products, and yield Starting materials: C(C)(C)(C)OC(NC1=C(C=C(C(=C1)N(C)C)C(F)(F)F)NC(CC(C1=CC(=CC=C1)N1N=CC=C1)=O)=O)=O ({5-Dimethylamino-2-[3-oxo-3-(3-pyrazol-1-yl-phenyl)-propionylamino]-4-trifluoromethyl-phenyl}-carbamic acid tert.-butyl ester), C(=O)(C(F)(F)F)O (TFA). The solvent is C(Cl)Cl (CH2Cl2). The product is CN(C1=CC2=C(NC(CC(=N2)C2=CC(=CC=C2)N2N=CC=C2)=O)C=C1C(F)(F)F)C (7-Dimethylamino-4-(3-pyrazol-1-yl-phenyl)-8-trifluoromethyl-1,3-dihydro-benzo[b][1,4]diazepin-2-one), solid. Reaction SMILES: C(OC(=O)[NH:7][C:8]1[CH:13]=[C:12]([N:14]([CH3:16])[CH3:15])[C:11]([C:17]([F:20])([F:19])[F:18])=[CH:10][C:9]=1[NH:21][C:22](=[O:37])[CH2:23][C:24](=O)[C:25]1[CH:30]=[CH:29][CH:28]=[C:27]([N:31]2[CH:35]=[CH:34][CH:33]=[N:32]2)[CH:26]=1)(C)(C)C.C(O)(C(F)(F)F)=O>C(Cl)Cl>[CH3:15][N:14]([CH3:16])[C:12]1[C:11]([C:17]([F:20])([F:18])[F:19])=[CH:10][C:9]2[NH:21][C:22](=[O:37])[CH2:23][C:24]([C:25]3[CH:30]=[CH:29][CH:28]=[C:27]([N:31]4[CH:35]=[CH:34][CH:33]=[N:32]4)[CH:26]=3)=[N:7][C:8]=2[CH:13]=1. Reported procedure: The title compound was prepared from {5-dimethylamino-2-[3-oxo-3-(3-pyrazol-1-yl-phenyl)-propionylamino]-4-trifluoromethyl-phenyl}-carbamic acid tert.-butyl ester (Example M55) (438 mg, 0.82 mmol) by treatment with TFA in CH2Cl2 according to the general procedure N. Obtained as a light yellow solid (238 mg). Starting materials: N1=CC(=CC=C1)CCC(=O)C1=CC=2CCCCC2C=C1 ([2-(3-pyridyl)ethyl]-(5,6,7,8-tetrahydronaphthalen-2-yl)ketone), [BH4-].[Na+] (NaBH4). Solvent: CO (MeOH). Reaction conditions: time 30 minute. The product is N1=CC(=CC=C1)CCC(O)C1=CC=2CCCCC2C=C1 (3-(3-pyridyl)-1-(5,6,7,8-tetrahydronaphthalen-2-yl)propanol). Isolated yield 51.3%. Reaction SMILES: [N:1]1[CH:6]=[CH:5][CH:4]=[C:3]([CH2:7][CH2:8][C:9]([C:11]2[CH:20]=[CH:19][C:18]3[CH2:17][CH2:16][CH2:15][CH2:14][C:13]=3[CH:12]=2)=[O:10])[CH:2]=1.[BH4-].[Na+]>CO>[N:1]1[CH:6]=[CH:5][CH:4]=[C:3]([CH2:7][CH2:8][CH:9]([C:11]2[CH:20]=[CH:19][C:18]3[CH2:17][CH2:16][CH2:15][CH2:14][C:13]=3[CH:12]=2)[OH:10])[CH:2]=1 |f:1.2|. Procedure details: To a solution of [2-(3-pyridyl)ethyl]-(5,6,7,8-tetrahydronaphthalen-2-yl)ketone (3.02 g) in MeOH (50 ml) was added NaBH4 (0.45 g) and the mixture was stirred at room temperature for 30 minutes. After removal of the solvent, the residue was extracted with ethyl acetate. The extract was washed with water and brine, dried and concentrated to give the titled compound (1.56 g) as an oil. Reactants: FC1=CC=C(C(=O)C2=NC=CC=C2O)C=C1 (2-(4-fluorobenzoyl)-3-hydroxypyridine), BrCC(=O)OCC (ethyl bromoacetate), C([O-])([O-])=O.[K+].[K+] (potassium carbonate). The solvent is CC(=O)C (acetone). Run at time 3 hour. The product is FC1=CC=C(C(=O)C2=NC=CC=C2OCC(=O)OCC)C=C1 (ethyl 2-[2-(4-fluorobenzoyl)pyridin-3-yloxy]acetate). Yield: 102.1%. RXN SMILES: [F:1][C:2]1[CH:16]=[CH:15][C:5]([C:6]([C:8]2[C:13]([OH:14])=[CH:12][CH:11]=[CH:10][N:9]=2)=[O:7])=[CH:4][CH:3]=1.Br[CH2:18][C:19]([O:21][CH2:22][CH3:23])=[O:20].C(=O)([O-])[O-].[K+].[K+]>CC(C)=O>[F:1][C:2]1[CH:16]=[CH:15][C:5]([C:6]([C:8]2[C:13]([O:14][CH2:18][C:19]([O:21][CH2:22][CH3:23])=[O:20])=[CH:12][CH:11]=[CH:10][N:9]=2)=[O:7])=[CH:4][CH:3]=1 |f:2.3.4|. Reported procedure: A mixture of give 2-(4-fluorobenzoyl)-3-hydroxypyridine (2.2 g, 11.3 mmol), ethyl bromoacetate (1.6 ml, 14.15 mmol) and potassium carbonate (4.34 g, 31.4 mmol) in acetone (40 ml) was heated at reflux. After 3 h, the reaction was cooled to room temperature, filtered and concentrated in vacuo to give ethyl 2-[2-(4-fluorobenzoyl)pyridin-3-yloxy]acetate (3.5 g) which was used in the next step without further purification. The reactants are NCC1=CC=C2N1C1=C(OC23CCN(CC3)C(=O)C3=CC(=C(C=C3)OC(C)C)C)C=CC=C1 ((1-(aminomethyl)spiro[benzo[b]pyrrolo[1,2-d][1,4]oxazine-4,4′-piperidine]-1′-yl)(4-isopropoxy-3-methylphenyl)methanone), C(C)(=O)OC(C)=O (Acetic anhydride). Solvent: ClCCl (dichloromethane), N1=CC=CC=C1 (pyridine). Conditions: temperature 0 celsius, time 30 minute. Product: C(C)(C)OC1=C(C=C(C(=O)N2CCC3(CC2)C=2N(C4=C(O3)C=CC=C4)C(=CC2)CNC(C)=O)C=C1)C (N-((1′-(4-isopropoxy-3-methylbenzoyl)spiro[benzo[b]pyrrolo[1,2-d][1,4]oxazine-4,4′-piperidine]-1-yl)methyl)acetamide). RXN SMILES: [NH2:1][CH2:2][C:3]1[N:7]2[C:8]3[CH:33]=[CH:32][CH:31]=[CH:30][C:9]=3[O:10][C:11]3([CH2:16][CH2:15][N:14]([C:17]([C:19]4[CH:24]=[CH:23][C:22]([O:25][CH:26]([CH3:28])[CH3:27])=[C:21]([CH3:29])[CH:20]=4)=[O:18])[CH2:13][CH2:12]3)[C:6]2=[CH:5][CH:4]=1.[C:34](OC(=O)C)(=[O:36])[CH3:35]>ClCCl.N1C=CC=CC=1>[CH:26]([O:25][C:22]1[CH:23]=[CH:24][C:19]([C:17]([N:14]2[CH2:15][CH2:16][C:11]3([O:10][C:9]4[CH:30]=[CH:31][CH:32]=[CH:33][C:8]=4[N:7]4[C:3]([CH2:2][NH:1][C:34](=[O:36])[CH3:35])=[CH:4][CH:5]=[C:6]34)[CH2:12][CH2:13]2)=[O:18])=[CH:20][C:21]=1[CH3:29])([CH3:27])[CH3:28]. Procedure details: Crude (1-(aminomethyl)spiro[benzo[b]pyrrolo[1,2-d][1,4]oxazine-4,4′-piperidine]-1′-yl)(4-isopropoxy-3-methylphenyl)methanone (49 mg, 0.11 mmol) was dissolved in a solution of dry dichloromethane (0.5 mL) and pyridine (0.3 mL) and was cooled to 0° C. Acetic anhydride (52 μL, 0.55 mmol) was added and the reaction mixture was stirred for 30 minutes. The reaction mixture was quenched by the addition of methanol (0.5 mL), concentrated, and purified by reverse phase HPLC [10-99% acetonitrile in water ... The reactants are ClP1N(P(N1C(C)(C)C)Cl)C(C)(C)C (2,4-dichloro-1,3-di-tert-butyl-1,3,2,4-diazadiphosphetidine), C(C)(C)(C)C=1C=C(CCC(=O)OCCCCCCCCCCCCCCCCCC)C=C(C1O)C(C)(C)C (n-octadecyl 3,5-di-tert-butyl-4-hydroxyhydrocinnamate). The solvent is C(C)N(CC)CC (triethylamine). The product is C(C)(C)(C)C1=C(OP2N(P(N2C(C)(C)C)OC2=C(C=C(C=C2C(C)(C)C)CCC(=O)OCCCCCCCCCCCCCCCCCC)C(C)(C)C)C(C)(C)C)C(=CC(=C1)CCC(=O)OCCCCCCCCCCCCCCCCCC)C(C)(C)C (2,4-Di{2,6-di-tert-butyl-4-[2-(n-octadecyloxycarbonyl)ethyl]phenoxy }-1,3-di-tert-butyl-1,3,2,4-diazadiphosphetidine). As a reaction SMILES: Cl[P:2]1[N:5]([C:6]([CH3:9])([CH3:8])[CH3:7])[P:4](Cl)[N:3]1[C:11]([CH3:14])([CH3:13])[CH3:12].[C:15]([C:19]1[CH:20]=[C:21]([CH:45]=[C:46]([C:49]([CH3:52])([CH3:51])[CH3:50])[C:47]=1[OH:48])[CH2:22][CH2:23][C:24]([O:26][CH2:27][CH2:28][CH2:29][CH2:30][CH2:31][CH2:32][CH2:33][CH2:34][CH2:35][CH2:36][CH2:37][CH2:38][CH2:39][CH2:40][CH2:41][CH2:42][CH2:43][CH3:44])=[O:25])([CH3:18])([CH3:17])[CH3:16]>C(N(CC)CC)C>[C:15]([C:19]1[CH:20]=[C:21]([CH2:22][CH2:23][C:24]([O:26][CH2:27][CH2:28][CH2:29][CH2:30][CH2:31][CH2:32][CH2:33][CH2:34][CH2:35][CH2:36][CH2:37][CH2:38][CH2:39][CH2:40][CH2:41][CH2:42][CH2:43][CH3:44])=[O:25])[CH:45]=[C:46]([C:49]([CH3:51])([CH3:50])[CH3:52])[C:47]=1[O:48][P:2]1[N:5]([C:6]([CH3:9])([CH3:8])[CH3:7])[P:4]([O:48][C:47]2[C:19]([C:15]([CH3:18])([CH3:17])[CH3:16])=[CH:20][C:21]([CH2:22][CH2:23][C:24]([O:26][CH2:27][CH2:28][CH2:29][CH2:30][CH2:31][CH2:32][CH2:33][CH2:34][CH2:35][CH2:36][CH2:37][CH2:38][CH2:39][CH2:40][CH2:41][CH2:42][CH2:43][CH3:44])=[O:25])=[CH:45][C:46]=2[C:49]([CH3:50])([CH3:52])[CH3:51])[N:3]1[C:11]([CH3:14])([CH3:13])[CH3:12])([CH3:16])([CH3:17])[CH3:18]. Procedure details: The procedure of Example 1 is repeated using 2,4-dichloro-1,3-di-tert-butyl-1,3,2,4-diazadiphosphetidine, n-octadecyl 3,5-di-tert-butyl-4-hydroxyhydrocinnamate and triethylamine to give the title compound.